Dataset: the Open Reaction Database (ORD), a public repository of structured organic reaction records. Task: describe an organic reaction: reactants, conditions, products, and yield Starting materials: COc2ccc1ccccc1c2 (substrate), Cc1ccc([Zn](C)(C)(C)([Li])[Li])cc1 (effective_coupling_partner). The reagents and catalysts are PCy3. Run at temperature 25 celsius, time 9 hour. Product: Cc3ccc(c2ccc1ccccc1c2)cc3. The reactants are ClC1=CC=C(C=N1)CN(C(=C[N+](=O)[O-])NC)CC (N-((6-chloropyridin-3-yl)methyl)-N-ethyl-N′-methyl-2-nitroethene-1,1-diamine), C(CCC=O)=O (succinaldehyde), Cl (HCl). The solvent is C(C)#N (acetonitrile). Product: ClC1=CC=C(C=N1)CN(C=1N(C2CCC(C1[N+](=O)[O-])O2)C)CC (N-((6-chloropyridin-3-yl)methyl)-N-ethyl-2-methyl-4-nitro-8-oxa-2-aza-bicyclo[3.2.1]oct-3-en-3-amine). Yield: 40.0%. RXN SMILES: [Cl:1][C:2]1[N:7]=[CH:6][C:5]([CH2:8][N:9]([CH2:17][CH3:18])[C:10]([NH:15][CH3:16])=[CH:11][N+:12]([O-:14])=[O:13])=[CH:4][CH:3]=1.[CH:19](=[O:24])[CH2:20][CH2:21][CH:22]=O.Cl>C(#N)C>[Cl:1][C:2]1[N:7]=[CH:6][C:5]([CH2:8][N:9]([CH2:17][CH3:18])[C:10]2[N:15]([CH3:16])[CH:22]3[O:24][CH:19]([C:11]=2[N+:12]([O-:14])=[O:13])[CH2:20][CH2:21]3)=[CH:4][CH:3]=1. Procedure details: To a 50 ml round bottom flask was added 1.35 g (0.005 mol) N-((6-chloropyridin-3-yl)methyl)-N-ethyl-N′-methyl-2-nitroethene-1,1-diamine, 30 ml dry acetonitrile, 0.860 g (0.01 mol) succinaldehyde and catalytic concentrated HCl. The reaction was stirred at r.t. and monitored by TLC. After completion, the mixture was evaporated to remove solvent and purified by column chromatography to afford final product as faint yellow powder with 40% yield.